Dataset: the Open Reaction Database (ORD), a public repository of structured organic reaction records. Task: describe an organic reaction: reactants, conditions, products, and yield RXN SMILES: [C:1]([CH3:2])([CH3:3])([CH3:4])[O:5][C:6](=[O:7])[CH:8]1[C:9]([CH3:15])([CH3:16])[CH:10]1[CH:11]=[C:12]([Br:13])[Br:14].[CH2:33]1[CH2:34][CH2:35][CH2:36][CH2:37][CH2:38]1.[Cl:22][C:23](=[O:24])[O:25][CH3:26].[Li:17][CH2:18][CH2:19][CH2:20][CH3:21].[Na+:32].[O:39]1[CH2:40][CH2:41][CH2:42][CH2:43]1.[P:27]([OH:28])([OH:29])([O-:30])=[O:31]>>[C:1]([CH3:2])([CH3:3])([CH3:4])[O:5][C:6](=[O:7])[CH:8]1[C:9]([CH3:15])([CH3:16])[CH:10]1[C:11]#[C:12][C:23](=[O:24])[O:25][CH3:26]. The product is COC(=O)C#CC1C(C(=O)OC(C)(C)C)C1(C)C. Starting materials: CC(C)(C)OC(=O)C1C(C=C(Br)Br)C1(C)C, C1CCCCC1, COC(=O)Cl, [Li]CCCC, [Na+], C1CCOC1, O=P([O-])(O)O. Reactants: CN1CCNCC1, O=[N+]([O-])c1c(CS(=O)(=O)c2cccc3ccccc23)cc(F)cc1OCCCl, CN(C)C=O, O. Yields the product CN1CCN(c2cc(CS(=O)(=O)c3cccc4ccccc34)c([N+](=O)[O-])c(OCCCl)c2)CC1. Reaction SMILES: [CH3:29][N:30]1[CH2:31][CH2:32][NH:33][CH2:34][CH2:35]1.[Cl:1][CH2:2][CH2:3][O:4][c:5]1[c:6]([N+:26](=[O:27])[O-:28])[c:7]([CH2:12][S:13](=[O:14])(=[O:15])[c:16]2[cH:17][cH:18][cH:19][c:20]3[cH:21][cH:22][cH:23][cH:24][c:25]23)[cH:8][c:9]([F:11])[cH:10]1.[O:36]=[CH:37][N:38]([CH3:39])[CH3:40].[OH2:41]>>[Cl:1][CH2:2][CH2:3][O:4][c:5]1[c:6]([N+:26](=[O:27])[O-:28])[c:7]([CH2:12][S:13](=[O:14])(=[O:15])[c:16]2[cH:17][cH:18][cH:19][c:20]3[cH:21][cH:22][cH:23][cH:24][c:25]23)[cH:8][c:9]([N:33]2[CH2:32][CH2:31][N:30]([CH3:29])[CH2:35][CH2:34]2)[cH:10]1. The reactants are ClC1=NC=CC(=C1)C1=C(C(=CC2=CC(=C(C=C12)OCC)OC)CO)CO (1-(2-chloro-4-pyridyl)-2,3-bis(hydroxymethyl)-6-methoxy-7-ethoxynaphthalene), O.NN (hydrazine hydrate), O (water). Yields the product N(N)C1=NC=CC(=C1)C1=C(C(=CC2=CC(=C(C=C12)OCC)OC)CO)CO (1-(2-hydrazino-4-pyridyl)-2,3-bis(hydroxymethyl)-6-methoxy-7-ethoxynaphthalene). Reaction SMILES: Cl[C:2]1[CH:7]=[C:6]([C:8]2[C:17]3[C:12](=[CH:13][C:14]([O:21][CH3:22])=[C:15]([O:18][CH2:19][CH3:20])[CH:16]=3)[CH:11]=[C:10]([CH2:23][OH:24])[C:9]=2[CH2:25][OH:26])[CH:5]=[CH:4][N:3]=1.O.O.[NH2:29][NH2:30]>>[NH:29]([C:2]1[CH:7]=[C:6]([C:8]2[C:17]3[C:12](=[CH:13][C:14]([O:21][CH3:22])=[C:15]([O:18][CH2:19][CH3:20])[CH:16]=3)[CH:11]=[C:10]([CH2:23][OH:24])[C:9]=2[CH2:25][OH:26])[CH:5]=[CH:4][N:3]=1)[NH2:30] |f:2.3|. Procedure: A suspension of 1-(2-chloro-4-pyridyl)-2,3-bis(hydroxymethyl)-6-methoxy-7-ethoxynaphthalene (16.0 g) in hydrazine hydrate (50 ml) is refluxed for four hours. The mixture is cooled to room temperature, and then thereto is added water. The precipitated crystals are collected by filtration, washed with water, and dried to give 1-(2-hydrazino-4-pyridyl)-2,3-bis(hydroxymethyl)-6-methoxy-7-ethoxynaphthalene (14.5 g). Starting materials: BrC=1C=C(C=2C(=CN(C2C1)C(C)C)C)C(=O)NCC=1C(=CC(=NC1OC)NC(OC(C)(C)C)=O)C (tert-butyl (5-((6-bromo-1-isopropyl-3-methyl-1H-indole-4-carboxamido)methyl)-6-methoxy-4-methylpyridin-2-yl)carbamate), [Si](C)(C)(C)I (TMSI). The solvent is C(C)#N (acetonitrile). Conditions: temperature 70 celsius, time 30 minute. Product: NC1=CC(=C(C(N1)=O)CNC(=O)C=1C=2C(=CN(C2C=C(C1)Br)C(C)C)C)C (N-((6-amino-4-methyl-2-oxo-1,2-dihydropyridin-3-yl)methyl)-6-bromo-1-isopropyl-3-methyl-1H-indole-4-carboxamide). Yield: 9.4%. As a reaction SMILES: [Br:1][C:2]1[CH:3]=[C:4]([C:15]([NH:17][CH2:18][C:19]2[C:20]([CH3:35])=[CH:21][C:22]([NH:27]C(=O)OC(C)(C)C)=[N:23][C:24]=2[O:25]C)=[O:16])[C:5]2[C:6]([CH3:14])=[CH:7][N:8]([CH:11]([CH3:13])[CH3:12])[C:9]=2[CH:10]=1.[Si](I)(C)(C)C>C(#N)C>[NH2:27][C:22]1[NH:23][C:24](=[O:25])[C:19]([CH2:18][NH:17][C:15]([C:4]2[C:5]3[C:6]([CH3:14])=[CH:7][N:8]([CH:11]([CH3:12])[CH3:13])[C:9]=3[CH:10]=[C:2]([Br:1])[CH:3]=2)=[O:16])=[C:20]([CH3:35])[CH:21]=1. Procedure details: To a stirred solution of tert-butyl (5-((6-bromo-1-isopropyl-3-methyl-1H-indole-4-carboxamido)methyl)-6-methoxy-4-methylpyridin-2-yl)carbamate (0.80 g, 1.467 mmol) in acetonitrile (20 mL) was added dropwise at RT TMSI (0.50 ml, 3.67 mmol). A reflux condenser was attached and the reaction was purged with N2 and heated to 70° C. After stirring for 30 minutes LCMS indicated that the reaction was complete (89% pure with 11% possible iodinated side product as the only other impurity). After 1 hr the ... Starting materials: [Al+3], C1CCOC1, CCOCC, CCOC(=O)c1ccc(OCCC2CCc3c(c(OC)c(OC)c(OC)c3OC)CC2)cc1, Cl, [H-], [H-], [H-], [H-], [Li+], O. Yields the product COc1c2c(c(OC)c(OC)c1OC)CCC(CCOc1ccc(CO)cc1)CC2. Reaction SMILES: [Al+3:2].[CH2:46]1[O:47][CH2:48][CH2:49][CH2:50]1.[CH3:41][CH2:42][O:43][CH2:44][CH3:45].[CH3:7][O:8][c:9]1[c:10]([O:38][CH3:39])[c:11]([O:36][CH3:37])[c:12]([O:34][CH3:35])[c:13]2[c:14]1[CH2:15][CH2:16][CH:17]([CH2:20][CH2:21][O:22][c:23]1[cH:24][cH:25][c:26]([C:27](=[O:28])[O:29][CH2:30][CH3:31])[cH:32][cH:33]1)[CH2:18][CH2:19]2.[ClH:40].[H-:1].[H-:4].[H-:5].[H-:6].[Li+:3].[OH2:51]>>[CH3:7][O:8][c:9]1[c:10]([O:38][CH3:39])[c:11]([O:36][CH3:37])[c:12]([O:34][CH3:35])[c:13]2[c:14]1[CH2:15][CH2:16][CH:17]([CH2:20][CH2:21][O:22][c:23]1[cH:24][cH:25][c:26]([CH2:27][OH:28])[cH:32][cH:33]1)[CH2:18][CH2:19]2. Reactants: [BH4-], C1CCOC1, Cc1sc2ncc(C(=O)C=Cc3ccccc3)n2c1C, CCO, [Na+]. The product is Cc1sc2ncc(C(O)C=Cc3ccccc3)n2c1C. Reaction SMILES: [BH4-:26].[CH2:21]1[O:22][CH2:23][CH2:24][CH2:25]1.[CH3:1][c:2]1[c:3]([CH3:20])[n:4]2[c:5]([s:6]1)[n:7][cH:8][c:9]2[C:10](=[O:11])[CH:12]=[CH:13][c:14]1[cH:15][cH:16][cH:17][cH:18][cH:19]1.[CH3:28][CH2:29][OH:30].[Na+:27]>>[CH3:1][c:2]1[c:3]([CH3:20])[n:4]2[c:5]([s:6]1)[n:7][cH:8][c:9]2[CH:10]([OH:11])[CH:12]=[CH:13][c:14]1[cH:15][cH:16][cH:17][cH:18][cH:19]1.